This data is from the Open Reaction Database (ORD), a public repository of structured organic reaction records. The task is: describe an organic reaction: reactants, conditions, products, and yield Starting materials: S(O)(O)(=O)=O (sulphuric acid), C(C)(C)(C)C=1C=CC(=C(C1)S(=O)(=O)Cl)OC (5-t-butyl 2-methoxyphenylsulfonyl chloride), [N+](=O)([O-])[O-].[K+] (potassium nitrate). Solvent: ClCCl (dichloromethane). Run at time 16 hour. The product is C(C)(C)(C)C=1C=C(C(=C(C1)S(=O)(=O)Cl)OC)[N+](=O)[O-] (5-t-butyl-2-methoxy-3-nitrophenylsulfonyl chloride). The yield is 86.3%. As a reaction SMILES: S(=O)(=O)(O)O.[C:6]([C:10]1[CH:11]=[CH:12][C:13]([O:20][CH3:21])=[C:14]([S:16]([Cl:19])(=[O:18])=[O:17])[CH:15]=1)([CH3:9])([CH3:8])[CH3:7].[N+:22]([O-])([O-:24])=[O:23].[K+]>ClCCl>[C:6]([C:10]1[CH:11]=[C:12]([N+:22]([O-:24])=[O:23])[C:13]([O:20][CH3:21])=[C:14]([S:16]([Cl:19])(=[O:18])=[O:17])[CH:15]=1)([CH3:9])([CH3:7])[CH3:8] |f:2.3|. Procedure: Concentrated sulphuric acid (13 ml) was added dropwise to a cooled mixture of 5-t-butyl 2-methoxyphenylsulfonyl chloride (9.0 g) and potassium nitrate (6.90 g) in dichloromethane (100 ml). The reaction mixture was then stirred for 16 hours at ambient temperature. The mixture was then poured onto ice-cold water (200 ml) and the organic layer was separated and dried over sodium sulphate. Removal of solvent gave the title compound as a pale yellow solid (9.1 g). Reactants: C(C)(C)(C)OC(C=CC1=CC(=CC=C1)Br)=O (3-(3-bromophenyl)acrylic acid tert-butyl ester). Reagents/catalysts: [Pt](=O)=O (Platinum(IV) oxide). Solvent: CO (methanol), O1CCCC1 (tetrahydrofuran). Conditions: time 10 hour. Product: C(C)(C)(C)OC(CCC1=CC(=CC=C1)Br)=O (3-(3-bromophenyl)propionic acid tert-butyl ester). Yield: 58.6%. Reaction SMILES: [C:1]([O:5][C:6](=[O:16])[CH:7]=[CH:8][C:9]1[CH:14]=[CH:13][CH:12]=[C:11]([Br:15])[CH:10]=1)([CH3:4])([CH3:3])[CH3:2]>CO.O1CCCC1.[Pt](=O)=O>[C:1]([O:5][C:6](=[O:16])[CH2:7][CH2:8][C:9]1[CH:14]=[CH:13][CH:12]=[C:11]([Br:15])[CH:10]=1)([CH3:4])([CH3:2])[CH3:3]. Reported procedure: Platinum(IV) oxide (0.002 g, 0.032 mmol) was added to a solution of 3-(3-bromophenyl)acrylic acid tert-butyl ester (2.24 g, 7.90 mmol) in methanol (7 mL) and tetrahydrofuran (1 mL) at room temperature under a nitrogen atmosphere. The mixture was hydrogenated under a balloon pressure for 10 hours. The mixture was filtered and the filtrate was concentrated to dryness. Purification by flash chromatography, eluting with hexane/ethyl acetate, gave 3-(3-bromophenyl)propionic acid tert-butyl ester as a... The reactants are ClC1=CC=C(C=C1)C1C(=O)OC(C1)=O ((4-chlorophenyl)-succinic anhydride), Schiff base, COC=1C=C(C=O)C=CC1 (3-methoxybenzaldehyde), C(C1=CC=CC=C1)N (benzylamine). The solvent is C=1(C(=CC=CC1)C)C (xylene). Reaction conditions: temperature 0 celsius. Yields the product C(C1=CC=CC=C1)N1C(CC(C1C1=CC(=CC=C1)OC)(C(=O)O)C1=CC=C(C=C1)Cl)=O (1-Benzyl-4-(4-chlorophenyl)-5-(3-methoxyphenyl)pyrrolidin-2-one-4-carboxylic acid). RXN SMILES: [Cl:1][C:2]1[CH:7]=[CH:6][C:5]([CH:8]2[CH2:13][C:12](=[O:14])[O:11][C:9]2=[O:10])=[CH:4][CH:3]=1.[CH3:15][O:16][C:17]1[CH:18]=[C:19]([CH:22]=[CH:23][CH:24]=1)[CH:20]=O.[CH2:25]([NH2:32])[C:26]1[CH:31]=[CH:30][CH:29]=[CH:28][CH:27]=1>C1(C)C(C)=CC=CC=1>[CH2:25]([N:32]1[CH:20]([C:19]2[CH:22]=[CH:23][CH:24]=[C:17]([O:16][CH3:15])[CH:18]=2)[C:8]([C:5]2[CH:6]=[CH:7][C:2]([Cl:1])=[CH:3][CH:4]=2)([C:9]([OH:11])=[O:10])[CH2:13][C:12]1=[O:14])[C:26]1[CH:31]=[CH:30][CH:29]=[CH:28][CH:27]=1. Reported procedure: 6.3 g (0.03 mole) of (4-chlorophenyl)-succinic anhydride and 6.75 g (0.03 mole) of Schiff base, prepared from 3-methoxybenzaldehyde and benzylamine, according to the general procedure, are refluxed at 140° C. in 90 ml of xylene for 12 hr. After cooling to 0° C. the solid is collected, washed with xylene and ether: 9.15 g (70%) of title compound mp 76°-8° C. Starting materials: COCN=C=O, Cc1ccccc1, CN1C(C)(C)CC(N)CC1(C)C. Product: COCNC(=O)NC1CC(C)(C)N(C)C(C)(C)C1. As a reaction SMILES: [CH3:13][O:14][CH2:15][N:16]=[C:17]=[O:18].[CH3:19][c:20]1[cH:21][cH:22][cH:23][cH:24][cH:25]1.[CH3:1][N:2]1[C:3]([CH3:11])([CH3:12])[CH2:4][CH:5]([NH2:10])[CH2:6][C:7]1([CH3:8])[CH3:9]>>[CH3:1][N:2]1[C:3]([CH3:11])([CH3:12])[CH2:4][CH:5]([NH:10][C:17]([NH:16][CH2:15][O:14][CH3:13])=[O:18])[CH2:6][C:7]1([CH3:8])[CH3:9]. Starting materials: product, C(C=C)C1=CC(=C(NC2=C(C(=O)NOCCO)C=CC(=C2F)F)C=C1)F (2-(4-Allyl-2-fluoroanilino)-3,4-difluoro-N-(2-hydroxyethoxy)benzamide). The solvent is CCO (EtOH), [Pd] (Pd/C). Yields the product FC=1C(=C(C(=O)NOCCO)C=CC1F)NC1=C(C=C(C=C1)CCC)F (3,4-difluoro-2-(2-fluoro-4-propylanilino)-N-(2-hydroxyethoxy)benzamide). The yield is 77.0%. Reaction SMILES: [CH2:1]([C:4]1[CH:25]=[CH:24][C:7]([NH:8][C:9]2[C:21]([F:22])=[C:20]([F:23])[CH:19]=[CH:18][C:10]=2[C:11]([NH:13][O:14][CH2:15][CH2:16][OH:17])=[O:12])=[C:6]([F:26])[CH:5]=1)[CH:2]=[CH2:3]>CCO.[Pd]>[F:22][C:21]1[C:9]([NH:8][C:7]2[CH:24]=[CH:25][C:4]([CH2:1][CH2:2][CH3:3])=[CH:5][C:6]=2[F:26])=[C:10]([CH:18]=[CH:19][C:20]=1[F:23])[C:11]([NH:13][O:14][CH2:15][CH2:16][OH:17])=[O:12]. Reported procedure: The product of Example 6, 2-(4-Allyl-2-fluoroanilino)-3,4-difluoro-N-(2-hydroxyethoxy)benzamide was dissolved in absolute EtOH and hydrogenated in the presence of 5% Pd/C by the procedure of Example 1, Step D. Purification of the resulting oil was carried out by filtration through a plug of silica gel (50% EtOAc/PE as eluant) to give 3,4-difluoro-2-(2-fluoro-4-propylanilino)-N-(2-hydroxyethoxy)benzamide as a white solid (77%); m.p. (EtOAc/hexane) 144-146° C. 1H NMR [400 MHz, (CD3)2SO] δ 11.85 (b...